describe an organic reaction: reactants, conditions, products, and yield From a dataset of the Open Reaction Database (ORD), a public repository of structured organic reaction records. The reactants are C1CCOC1, ClCCl, COC(=O)c1cccn1CC(=O)c1ccc(Cl)cc1, Cl, [Li+], [OH-]. Yields the product O=C(Cn1cccc1C(=O)O)c1ccc(Cl)cc1. As a reaction SMILES: [CH2:26]1[O:27][CH2:28][CH2:29][CH2:30]1.[Cl:23][CH2:24][Cl:25].[Cl:3][c:4]1[cH:5][cH:6][c:7]([C:10]([CH2:11][n:12]2[c:13]([C:17](=[O:18])[O:19][CH3:20])[cH:14][cH:15][cH:16]2)=[O:21])[cH:8][cH:9]1.[ClH:22].[Li+:1].[OH-:2]>>[Cl:3][c:4]1[cH:5][cH:6][c:7]([C:10]([CH2:11][n:12]2[c:13]([C:17](=[O:18])[OH:19])[cH:14][cH:15][cH:16]2)=[O:21])[cH:8][cH:9]1. Reactants: 10, BrC(C(=O)[O-])(C(C)(C)C)Br.[NH+]1=CC=CC=C1 (pyridinium 2,2-dibromo-3,3-dimethylbutyrate), Cl (hydrochloric acid). Product: BrC(C(=O)O)(C(C)(C)C)Br (2,2-dibromo-3,3-dimethylbutyric acid). RXN SMILES: [Br:1][C:2]([Br:10])([C:6]([CH3:9])([CH3:8])[CH3:7])[C:3]([O-:5])=[O:4].[NH+]1C=CC=CC=1.Cl>>[Br:1][C:2]([Br:10])([C:6]([CH3:9])([CH3:8])[CH3:7])[C:3]([OH:5])=[O:4] |f:0.1|. Reported procedure: A mixture of 10 parts of pyridinium 2,2-dibromo-3,3-dimethylbutyrate and 50 parts of 50% aqueous hydrochloric acid resulted in precipitation of 2,2-dibromo-3,3-dimethylbutyric acid in quantitative yield. The solid was recrystallized from butyl chloride, m.p. 241° - 243° C. It can then be reacted with thiocarbohydrazide as described in Example 1 to form 4-amino-6-t-butyl-3-mercapto-1,2,4-triazin-5-one. The reactants are CCCC[N+](CCCC)(CCCC)CCCC, CC(C)[Si](C(C)C)(C(C)C)n1ccc2c(Cl)c(F)cnc21, [F-], C1CCOC1. Product: Fc1cnc2[nH]ccc2c1Cl. Reaction SMILES: [CH2:23]([N+:24]([CH2:25][CH2:26][CH2:27][CH3:28])([CH2:29][CH2:30][CH2:31][CH3:32])[CH2:33][CH2:34][CH2:35][CH3:36])[CH2:37][CH2:38][CH3:39].[Cl:1][c:2]1[c:3]2[c:4]([n:5][cH:6][c:7]1[F:8])[n:9]([Si:12]([CH:13]([CH3:14])[CH3:15])([CH:16]([CH3:17])[CH3:18])[CH:19]([CH3:20])[CH3:21])[cH:10][cH:11]2.[F-:22].[O:40]1[CH2:41][CH2:42][CH2:43][CH2:44]1>>[Cl:1][c:2]1[c:3]2[c:4]([n:5][cH:6][c:7]1[F:8])[nH:9][cH:10][cH:11]2. Reactants: FC=1C=CC(=C(C(=O)O)C1)C(C1=CC=C(C=C1)F)=O (5-fluoro-2-(4-fluorobenzoyl)benzoic acid), O.NN (hydrazine hydrate). Product: FC1=CC=C2C(=NNC(C2=C1)=O)C1=CC=C(C=C1)F (7-Fluoro-4-(4-fluorophenyl)-2H-phthalazin-1-one). RXN SMILES: [F:1][C:2]1[CH:3]=[CH:4][C:5]([C:11](=O)[C:12]2[CH:17]=[CH:16][C:15]([F:18])=[CH:14][CH:13]=2)=[C:6]([CH:10]=1)[C:7](O)=[O:8].O.[NH2:21][NH2:22]>>[F:1][C:2]1[CH:10]=[C:6]2[C:5]([C:11]([C:12]3[CH:17]=[CH:16][C:15]([F:18])=[CH:14][CH:13]=3)=[N:21][NH:22][C:7]2=[O:8])=[CH:4][CH:3]=1 |f:1.2|. Reported procedure: This compound is obtained according to the procedure described in 1.2. by reacting 5-fluoro-2-(4-fluorobenzoyl)benzoic acid with hydrazine hydrate.